Dataset: the Open Reaction Database (ORD), a public repository of structured organic reaction records. Task: describe an organic reaction: reactants, conditions, products, and yield Starting materials: COc1cc2c(Oc3cc4ccccc4nc3C)ccnc2cc1OCC1CO1, ClCCl, [Na+], O=C(O)C(F)(F)F, O=C([O-])O. The product is COc1cc2c(Oc3cc4ccccc4nc3C)ccnc2cc1OCC(O)CO. As a reaction SMILES: [CH3:1][O:2][c:3]1[cH:4][c:5]2[c:6]([O:18][c:19]3[c:20]([CH3:29])[n:21][c:22]4[cH:23][cH:24][cH:25][cH:26][c:27]4[cH:28]3)[cH:7][cH:8][n:9][c:10]2[cH:11][c:12]1[O:13][CH2:14][CH:15]1[O:16][CH2:17]1.[Cl:42][CH2:43][Cl:44].[Na+:37].[OH:30][C:31]([C:32]([F:33])([F:34])[F:35])=[O:36].[OH:38][C:39](=[O:40])[O-:41]>>[CH3:1][O:2][c:3]1[cH:4][c:5]2[c:6]([O:18][c:19]3[c:20]([CH3:29])[n:21][c:22]4[cH:23][cH:24][cH:25][cH:26][c:27]4[cH:28]3)[cH:7][cH:8][n:9][c:10]2[cH:11][c:12]1[O:13][CH2:14][CH:15]([OH:16])[CH2:17][OH:30]. The reactants are 17, NC=1C=C(C=CC1Cl)C(=O)C1=CC=CC=C1 ((3-amino-4-chlorophenyl) phenylmethanone), C(=S)(Cl)Cl (carbonothioic dichloride). Solvent: O1CCOCC1 (1,4-dioxane). Product: 17, ClC1=C(C=C(C=C1)C(=O)C1=CC=CC=C1)N=C=S ((4-chloro-3-isothiocyanatophenyl)phenylmethanone). Isolated yield 85.0%. RXN SMILES: [NH2:1][C:2]1[CH:3]=[C:4]([C:9]([C:11]2[CH:16]=[CH:15][CH:14]=[CH:13][CH:12]=2)=[O:10])[CH:5]=[CH:6][C:7]=1[Cl:8].[C:17](Cl)(Cl)=[S:18]>O1CCOCC1>[Cl:8][C:7]1[CH:6]=[CH:5][C:4]([C:9]([C:11]2[CH:12]=[CH:13][CH:14]=[CH:15][CH:16]=2)=[O:10])=[CH:3][C:2]=1[N:1]=[C:17]=[S:18]. Procedure: A mixture of 17 parts (3-amino-4-chlorophenyl) phenylmethanone, 9.5 parts of carbonothioic dichloride and 200 parts of 1,4-dioxane is stirred and refluxed for 15 minutes. The reaction mixture is evaporated and the oily residue is crystallized from 2,2'-oxybispropane. The product is filtered off and dried, yielding 17 parts (85%) of (4-chloro-3-isothiocyanatophenyl)phenylmethanone; mp. 96.7° C. Reactants: FC1=CC=C(C=C1)C(C(CC(C(C)C)=O)C1=CC=CC=C1)=O (1-(4-fluorophenyl)-5-methyl-2-phenyl-1,4-hexanedione), NCC[C@@H]1C[C@@H](O[Si](O1)(C(C)(C)C)C(C)(C)C)CC(=O)OC(C)(C)C (t-butyl 2-((4R,6R)-6-(2-aminoethyl)-2,2-di-t-butyl-1,3,2-dioxasilinan-4-yl)acetate). Yields the product C(C)(C)(C)[Si]1(O[C@@H](C[C@@H](O1)CC(=O)OC(C)(C)C)CCN1C(=C(C=C1C(C)C)C1=CC=CC=C1)C1=CC=C(C=C1)F)C(C)(C)C (t-butyl 2-((4R,6R)-2,2-di-t-butyl-6-(2-(2-(4-fluorophenyl)-5-isopropyl-3-phenyl-1H-pyrrol-1-yl)ethyl)-1,3,2-dioxasilinan-4-yl)acetate). RXN SMILES: [F:1][C:2]1[CH:7]=[CH:6][C:5]([C:8](=O)[CH:9]([C:16]2[CH:21]=[CH:20][CH:19]=[CH:18][CH:17]=2)[CH2:10][C:11](=O)[CH:12]([CH3:14])[CH3:13])=[CH:4][CH:3]=1.[NH2:23][CH2:24][CH2:25][C@H:26]1[O:31][Si:30]([C:36]([CH3:39])([CH3:38])[CH3:37])([C:32]([CH3:35])([CH3:34])[CH3:33])[O:29][C@@H:28]([CH2:40][C:41]([O:43][C:44]([CH3:47])([CH3:46])[CH3:45])=[O:42])[CH2:27]1>>[C:36]([Si:30]1([C:32]([CH3:35])([CH3:34])[CH3:33])[O:29][C@@H:28]([CH2:40][C:41]([O:43][C:44]([CH3:46])([CH3:45])[CH3:47])=[O:42])[CH2:27][C@@H:26]([CH2:25][CH2:24][N:23]2[C:11]([CH:12]([CH3:14])[CH3:13])=[CH:10][C:9]([C:16]3[CH:21]=[CH:20][CH:19]=[CH:18][CH:17]=3)=[C:8]2[C:5]2[CH:6]=[CH:7][C:2]([F:1])=[CH:3][CH:4]=2)[O:31]1)([CH3:38])([CH3:37])[CH3:39]. Reported procedure: According to the same method as in Example 4-1, the title compound was synthesized using 1-(4-fluorophenyl)-5-methyl-2-phenyl-1,4-hexanedione and t-butyl 2-((4R,6R)-6-(2-aminoethyl)-2,2-di-t-butyl-1,3,2-dioxasilinan-4-yl)acetate. The reactants are C1COCCO1, Cl, COC(=O)c1ccc(-c2ccc(F)c(-c3nccnc3CN3C(=O)OC(c4cc(C(F)(F)F)cc(C(F)(F)F)c4)C3C)c2)c(C)c1, [Li+], [OH-], O. Product: Cc1cc(C(=O)O)ccc1-c1ccc(F)c(-c2nccnc2CN2C(=O)OC(c3cc(C(F)(F)F)cc(C(F)(F)F)c3)C2C)c1. RXN SMILES: [CH2:51]1[O:52][CH2:53][CH2:54][O:55][CH2:56]1.[ClH:50].[F:1][C:2]([c:3]1[cH:4][c:5]([CH:13]2[CH:14]([CH3:44])[N:15]([CH2:19][c:20]3[c:21](-[c:26]4[cH:27][c:28](-[c:33]5[c:34]([CH3:43])[cH:35][c:36]([C:39](=[O:40])[O:41][CH3:42])[cH:37][cH:38]5)[cH:29][cH:30][c:31]4[F:32])[n:22][cH:23][cH:24][n:25]3)[C:16](=[O:18])[O:17]2)[cH:6][c:7]([C:9]([F:10])([F:11])[F:12])[cH:8]1)([F:45])[F:46].[Li+:49].[OH-:48].[OH2:47]>>[F:1][C:2]([c:3]1[cH:4][c:5]([CH:13]2[CH:14]([CH3:44])[N:15]([CH2:19][c:20]3[c:21](-[c:26]4[cH:27][c:28](-[c:33]5[c:34]([CH3:43])[cH:35][c:36]([C:39](=[O:40])[OH:41])[cH:37][cH:38]5)[cH:29][cH:30][c:31]4[F:32])[n:22][cH:23][cH:24][n:25]3)[C:16](=[O:18])[O:17]2)[cH:6][c:7]([C:9]([F:10])([F:11])[F:12])[cH:8]1)([F:45])[F:46]. Reactants: C(C1=CC=CC=C1)N(CC(C(=O)OCC)(C)F)C1CCCCC1 (ethyl 3-(benzyl(cyclohexyl)amino)-2-fluoro-2-methylpropanoate), C(=O)(C(F)(F)F)O (TFA). Reagents/catalysts: [OH-].[OH-].[Pd+2] (Pd(OH)2). Run in C(C)O (ethanol). Yields the product C1(CCCCC1)NCC(C(=O)OCC)(C)F (Ethyl 3-(cyclohexylamino)-2-fluoro-2-methylpropanoate). Yield: 95.1%. As a reaction SMILES: C([N:8]([CH:18]1[CH2:23][CH2:22][CH2:21][CH2:20][CH2:19]1)[CH2:9][C:10]([F:17])([CH3:16])[C:11]([O:13][CH2:14][CH3:15])=[O:12])C1C=CC=CC=1.C(O)(C(F)(F)F)=O>C(O)C.[OH-].[OH-].[Pd+2]>[CH:18]1([NH:8][CH2:9][C:10]([F:17])([CH3:16])[C:11]([O:13][CH2:14][CH3:15])=[O:12])[CH2:19][CH2:20][CH2:21][CH2:22][CH2:23]1 |f:3.4.5|. Procedure details: A solution of ethyl 3-(benzyl(cyclohexyl)amino)-2-fluoro-2-methylpropanoate (1.6 g, 5 mmol) in ethanol (20 mL) was hydrogenated with Pd(OH)2 (20%, 176 mg, 0.25 mmol) in presence of TFA (5 mmol) at atmospheric pressure for 20 h. The reaction mixture was filtered through celite. The filtrate was concentrated and diluted to EtOAc/H2O, aqueous layer was basified to pH=11-12 by 1N NaOH. The organic layer was then dried and concentrated to give the product (1.1 g, 95%) as light yellow liquid. [M+H] ca...